describe an organic reaction: reactants, conditions, products, and yield From a dataset of the Open Reaction Database (ORD), a public repository of structured organic reaction records. The reactants are CN1N=NC=C1 (1-methyl-1H-1,2,3-triazole), C(CCC)[Li] (n-butyllithium), ClC1=C(C(=NC2=CC=C(C=C12)C(O)C=1C(=NC(=CC1)C)C)OC)CC1=CC=C(C=C1)C(F)(F)F ((4-Chloro-2-methoxy-3-(4-(trifluoromethyl)benzyl)quinolin-6-yl)(2,6-dimethylpyridin-3-yl)methanol), ClC1=C(C(=NC2=CC=C(C=C12)C(O)C=1C(=NC(=CC1)C)C)OC)CC1=CC=C(C=C1)C(F)(F)F ((4-Chloro-2-methoxy-3-(4-(trifluoromethyl)benzyl)quinolin-6-yl)(2,6-dimethylpyridin-3-yl)methanol). The solvent is C1CCOC1 (THF), C1CCOC1 (THF). Run at temperature -50 celsius, time 30 minute. The product is ClC1=C(C(=NC2=CC=C(C=C12)C(O)(C1=CN=NN1C)C=1C(=NC(=CC1)C)C)OC)CC1=CC=C(C=C1)C(F)(F)F ((4-Chloro-2-methoxy-3-(4-(trifluoromethyl)benzyl)quinolin-6-yl)(2,6-dimethylpyridin-3-yl)(1-methyl-1H-1,2,3-triazol-5-yl)methanol). As a reaction SMILES: [CH3:1][N:2]1[CH:6]=[CH:5][N:4]=[N:3]1.C([Li])CCC.[Cl:12][C:13]1[C:22]2[C:17](=[CH:18][CH:19]=[C:20]([CH:23]([C:25]3[C:26]([CH3:32])=[N:27][C:28]([CH3:31])=[CH:29][CH:30]=3)[OH:24])[CH:21]=2)[N:16]=[C:15]([O:33][CH3:34])[C:14]=1[CH2:35][C:36]1[CH:41]=[CH:40][C:39]([C:42]([F:45])([F:44])[F:43])=[CH:38][CH:37]=1>C1COCC1>[Cl:12][C:13]1[C:22]2[C:17](=[CH:18][CH:19]=[C:20]([C:23]([C:25]3[C:26]([CH3:32])=[N:27][C:28]([CH3:31])=[CH:29][CH:30]=3)([C:6]3[N:2]([CH3:1])[N:3]=[N:4][CH:5]=3)[OH:24])[CH:21]=2)[N:16]=[C:15]([O:33][CH3:34])[C:14]=1[CH2:35][C:36]1[CH:37]=[CH:38][C:39]([C:42]([F:44])([F:43])[F:45])=[CH:40][CH:41]=1. Procedure details: To a flask containing 1-methyl-1H-1,2,3-triazole (275 mg, 3.31 mmol, prepared according to PCT Int. Appl., 2008098104) was added THF (35 mL) and the colorless solution was cooled to −50° C. Then, n-butyllithium (2.5 M in hexanes, 1.2 mL, 3.0 mmol) was added dropwise which afforded a dark reddish-brown viscous solution. The mixture was stirred between −20 to −10° C. for 30 minutes, then a homogeneous THF solution of (4-chloro-2-methoxy-3-(4-(trifluoromethyl)benzyl)quinolin-6-yl)(2,6-dimethylpyrid... Reactants: NN1CCCC1 (aminopyrrolidine), ClC=1N=C(C2=C(N1)C1=C(S2)C=CC=C1)N(C)C (2-chloro-4-dimethylamino-benzo[4,5]thieno[3,2-d]pyrimidine), CC1(C2=C(C(=CC=C2)P(C3=CC=CC=C3)C4=CC=CC=C4)OC5=C(C=CC=C51)P(C6=CC=CC=C6)C7=CC=CC=C7)C (Xantphos), N[C@@H]1CN(CC1)C(=O)OC(C)(C)C ((S)-t-butyl 3-aminopyrrolidine-1-carboxylate), CC(C)([O-])C.[Na+] (sodium t-butoxide). Reagents/catalysts: C=1C=CC(=CC1)/C=C/C(=O)/C=C/C2=CC=CC=C2.C=1C=CC(=CC1)/C=C/C(=O)/C=C/C2=CC=CC=C2.C=1C=CC(=CC1)/C=C/C(=O)/C=C/C2=CC=CC=C2.[Pd].[Pd] (Pd2(dba)3). Solvent: O1CCOCC1 (1,4-dioxane), C(C)(=O)OCC (ethyl acetate), O (water). Conditions: temperature 60 celsius, time 6 hour. The product is CN(C=1C2=C(N=C(N1)N[C@@H]1CN(CC1)C(=O)OC(C)(C)C)C1=C(S2)C=CC=C1)C (t-butyl (S)-3-(4-dimethylamino-benzo[4,5]thieno[3,2-d]pyrimidin-2-ylamino)pyrrolidine-1-carboxylate). Reaction SMILES: NN1CCCC1.Cl[C:8]1[N:9]=[C:10]([N:21]([CH3:23])[CH3:22])[C:11]2[S:16][C:15]3[CH:17]=[CH:18][CH:19]=[CH:20][C:14]=3[C:12]=2[N:13]=1.CC1(C)C2C(=C(P(C3C=CC=CC=3)C3C=CC=CC=3)C=CC=2)OC2C(P(C3C=CC=CC=3)C3C=CC=CC=3)=CC=CC1=2.[NH2:66][C@H:67]1[CH2:71][CH2:70][N:69]([C:72]([O:74][C:75]([CH3:78])([CH3:77])[CH3:76])=[O:73])[CH2:68]1.CC(C)([O-])C.[Na+]>C(OCC)(=O)C.O.C1C=CC(/C=C/C(/C=C/C2C=CC=CC=2)=O)=CC=1.C1C=CC(/C=C/C(/C=C/C2C=CC=CC=2)=O)=CC=1.C1C=CC(/C=C/C(/C=C/C2C=CC=CC=2)=O)=CC=1.[Pd].[Pd].O1CCOCC1>[CH3:22][N:21]([CH3:23])[C:10]1[C:11]2[S:16][C:15]3[CH:17]=[CH:18][CH:19]=[CH:20][C:14]=3[C:12]=2[N:13]=[C:8]([NH:66][C@H:67]2[CH2:71][CH2:70][N:69]([C:72]([O:74][C:75]([CH3:78])([CH3:77])[CH3:76])=[O:73])[CH2:68]2)[N:9]=1 |f:4.5,8.9.10.11.12|. Reported procedure: A mixture of 2,4-dichlorobenzo[4,5]thieno[3,2-d]pyrimidine (1.0 g), 50% aqueous dimethyl amine (2 mL), ethanol (10 mL), and 1,4-dioxane (10 mL) was stirred at 40° C. for 1 h. Water was added to the reaction mixture, the resulting solids were collected by filtration and washed with water to obtain 2-chloro-4-dimethylamino-benzo[4,5]thieno[3,2-d]pyrimidine (0.98 g). (2) To a mixture of 2-chloro-4-dimethylamino-benzo[4,5]thieno[3,2-d]pyrimidine (0.10 g), Pd2(dba)3 (0.035 g), Xantphos (0.066 g), (S)... The reactants are CCOC(=O)c1cc2cc(NC(=O)CC3(C)OCCO3)ccc2n1Cc1ccccc1F, [Li+], [OH-]. Product: CC1(CC(=O)Nc2ccc3c(c2)cc(C(=O)O)n3Cc2ccccc2F)OCCO1. RXN SMILES: [F:1][c:2]1[c:3]([CH2:4][n:5]2[c:6]([C:24](=[O:25])[O:26][CH2:27][CH3:28])[cH:7][c:8]3[cH:9][c:10]([NH:14][C:15]([CH2:16][C:17]4([CH3:22])[O:18][CH2:19][CH2:20][O:21]4)=[O:23])[cH:11][cH:12][c:13]23)[cH:29][cH:30][cH:31][cH:32]1.[Li+:33].[OH-:34]>>[F:1][c:2]1[c:3]([CH2:4][n:5]2[c:6]([C:24](=[O:25])[OH:26])[cH:7][c:8]3[cH:9][c:10]([NH:14][C:15]([CH2:16][C:17]4([CH3:22])[O:18][CH2:19][CH2:20][O:21]4)=[O:23])[cH:11][cH:12][c:13]23)[cH:29][cH:30][cH:31][cH:32]1. Reactants: C1CCOC1, COCCOCC(=O)Cl, Nc1nc2[nH]nc(-c3ccccc3)c2s1. Product: COCCOCC(=O)Nc1nc2[nH]nc(-c3ccccc3)c2s1. As a reaction SMILES: [CH2:25]1[O:26][CH2:27][CH2:28][CH2:29]1.[CH3:16][O:17][CH2:18][CH2:19][O:20][CH2:21][C:22](=[O:23])[Cl:24].[c:1]1(-[c:7]2[n:8][nH:9][c:10]3[n:11][c:12]([NH2:15])[s:13][c:14]23)[cH:2][cH:3][cH:4][cH:5][cH:6]1>>[c:1]1(-[c:7]2[n:8][nH:9][c:10]3[n:11][c:12]([NH:15][C:22]([CH2:21][O:20][CH2:19][CH2:18][O:17][CH3:16])=[O:23])[s:13][c:14]23)[cH:2][cH:3][cH:4][cH:5][cH:6]1. The reactants are BrC=1C=CC(=C(C1)CNC(=O)NC)Cl (N-[(5-bromo-2-chlorophenyl)methyl]-N′-methylurea), BrC=1C=CC(=C(C1)CNC(=O)NC)Cl (N-[(5-bromo-2-chlorophenyl)methyl]-N′-methylurea), O1CCCC2=C1C=CC(=C2)C2=NNC=C2 (3-(3,4-dihydro-2H-1-benzopyran-6-yl)-1H-pyrazole), BrC=1C=CC(=C(C1)CNC(=O)NC)Cl (N-[(5-bromo-2-chlorophenyl)methyl]-N′-methylurea). The product is ClC1=C(C=C(C=C1)N1N=C(C=C1)C=1C=CC2=C(CCCO2)C1)CNC(=O)NC (N-[[2-chloro-5-[3-(3,4-dihydro-2H-1-benzopyran-6-yl)-1H-pyrazol-1-yl]phenyl]methyl]-N′-methylurea). Reaction SMILES: Br[C:2]1[CH:3]=[CH:4][C:5]([Cl:14])=[C:6]([CH2:8][NH:9][C:10]([NH:12][CH3:13])=[O:11])[CH:7]=1.[O:15]1[C:20]2[CH:21]=[CH:22][C:23]([C:25]3[CH:29]=[CH:28][NH:27][N:26]=3)=[CH:24][C:19]=2[CH2:18][CH2:17][CH2:16]1>>[Cl:14][C:5]1[CH:4]=[CH:3][C:2]([N:27]2[CH:28]=[CH:29][C:25]([C:23]3[CH:22]=[CH:21][C:20]4[O:15][CH2:16][CH2:17][CH2:18][C:19]=4[CH:24]=3)=[N:26]2)=[CH:7][C:6]=1[CH2:8][NH:9][C:10]([NH:12][CH3:13])=[O:11]. Procedure: N-[(5-bromo-2-chlorophenyl)methyl]-N′-methylurea (i.e. the product of Step A) (0.61 g, 2.2 mmol) was reacted with 3-(3,4-dihydro-2H-1-benzopyran-6-yl)-1H-pyrazole (i.e. the product of Step A of Synthesis Example 1) (0.40 g, 2.0 mmol) using a procedure analogous to Step B of Synthesis Example 1 to provide the title product, a compound of the present invention, as a solid (0.03 g). Yields the product C(C1=CC=NC=C1)(=O)OC(C(=O)O)CC(C)C ((RS)-2-(isonicotinoyloxy)-isocaproic acid). Reaction SMILES: C([O:8][C:9](=[O:24])[CH:10]([O:15][C:16](=[O:23])[C:17]1[CH:22]=[CH:21][N:20]=[CH:19][CH:18]=1)[CH2:11][CH:12]([CH3:14])[CH3:13])C1C=CC=CC=1.[H][H]>[Pd]>[C:16]([O:15][CH:10]([CH2:11][CH:12]([CH3:14])[CH3:13])[C:9]([OH:24])=[O:8])(=[O:23])[C:17]1[CH:18]=[CH:19][N:20]=[CH:21][CH:22]=1. Solvent: alcohol. Reported procedure: 8.2 g of benzyl-(RS)-2-(isonicotinoyloxy)-isocaproate were hydrogenated in 50 ml of alcohol after the addition of 800 mg. of palladium-on-charcoal (5%) until the theoretical amount of hydrogen had been taken up. The catalyst was then filtered off and the filtrate evaporated under reduced pressure at 45°. The resulting oil was dissolved in excess sodium bicarbonate solution and extracted twice with 20 ml portions of ether and the bicarbonate solution adjusted to pH 2.5 with 3-N hydrochloric acid.... Reagents/catalysts: [Pd] (palladium-on-charcoal). The reactants are C(C1=CC=CC=C1)OC(C(CC(C)C)OC(C1=CC=NC=C1)=O)=O (benzyl-(RS)-2-(isonicotinoyloxy)-isocaproate), [H][H] (hydrogen). Starting materials: ClC=1C=CC2=C(C(=[N+](CC(N2)C(=NO)N2CCOCC2)[O-])C2=C(C=CC=C2)F)C1 (7-chloro-5-(2-fluorophenyl)-2,3-dihydro-N-hydroxy-α-(4-morpholinyl)-1H-1,4-benzodiazepine-2-methanimine 4-oxide), C=O (paraformaldehyde), O.C1(=CC=C(C=C1)S(=O)(=O)O)C (paratoluene sulfonic acid hydrate). Solvent: C(C)O (ethanol). Product: ClC=1C=CC2=C(C(=[N+](CC=3N2C=NC3N3CCOCC3)[O-])C3=C(C=CC=C3)F)C1 (8-Chloro-6-(2-fluorophenyl)-3-morpholino-4H-imidazo[1,5-a][1,4]benzodiazepine 5-oxide). RXN SMILES: [Cl:1][C:2]1[CH:3]=[CH:4][C:5]2[NH:11][CH:10]([C:12]([N:15]3[CH2:20][CH2:19][O:18][CH2:17][CH2:16]3)=[N:13]O)[CH2:9][N+:8]([O-:21])=[C:7]([C:22]3[CH:27]=[CH:26][CH:25]=[CH:24][C:23]=3[F:28])[C:6]=2[CH:29]=1.C=O.O.[C:33]1(C)C=CC(S(O)(=O)=O)=CC=1>C(O)C>[Cl:1][C:2]1[CH:3]=[CH:4][C:5]2[N:11]3[CH:33]=[N:13][C:12]([N:15]4[CH2:16][CH2:17][O:18][CH2:19][CH2:20]4)=[C:10]3[CH2:9][N+:8]([O-:21])=[C:7]([C:22]3[CH:27]=[CH:26][CH:25]=[CH:24][C:23]=3[F:28])[C:6]=2[CH:29]=1 |f:2.3|. Reported procedure: A mixture of 3 g (7.1 mmole) of 7-chloro-5-(2-fluorophenyl)-2,3-dihydro-N-hydroxy-α-(4-morpholinyl)-1H-1,4-benzodiazepine-2-methanimine 4-oxide, 0.6 g (20 mmole) of paraformaldehyde, 100 ml of ethanol and 250 mg of paratoluene sulfonic acid hydrate was heated to reflux for 16 hours. The crude product obtained after the usual workup was chromatographed over 60 g of silica gel using 5% (v/v) of ethanol in methylene chloride for elution. The clean fractions of product were combined and evaporated. ...